Dataset: the Open Reaction Database (ORD), a public repository of structured organic reaction records. Task: describe an organic reaction: reactants, conditions, products, and yield The reactants are O (water), C(C)(C)(C)OC(=O)N1CC(NCC1)C(C)NC1=NC=CC(=N1)N1C=NC2=C1C=CC=C2 (2-[1-(4-(tert-butyloxycarbonyl)piperazine-2-yl)-ethylamino]-4-(benzimidazol-1-yl)-pyrimidine), [BH3-]C#N.[Na+] (NaBH3CN), C=O (formaldehyde). Run in CCOC(=O)C (EtOAc), CO (MeOH), CC#N (CH3CN). Run at time 8 hour. Yields the product CN1C(CN(CC1)C(=O)OC(C)(C)C)C(C)NC1=NC=CC(=N1)N1C=NC2=C1C=CC=C2 (2-[1-(1-Methyl-4-(tert-butyloxycarbonyl)piperazine-2-yl)-ethylamino]-4-[benzimidazol-1-yl]-pyrimidine). Yield: 85.4%. RXN SMILES: [C:1]([O:5][C:6]([N:8]1[CH2:13][CH2:12][NH:11][CH:10]([CH:14]([NH:16][C:17]2[N:22]=[C:21]([N:23]3[C:27]4[CH:28]=[CH:29][CH:30]=[CH:31][C:26]=4[N:25]=[CH:24]3)[CH:20]=[CH:19][N:18]=2)[CH3:15])[CH2:9]1)=[O:7])([CH3:4])([CH3:3])[CH3:2].[BH3-][C:33]#N.[Na+].C=O.O>CO.CC#N.CCOC(C)=O>[CH3:33][N:11]1[CH2:12][CH2:13][N:8]([C:6]([O:5][C:1]([CH3:2])([CH3:3])[CH3:4])=[O:7])[CH2:9][CH:10]1[CH:14]([NH:16][C:17]1[N:22]=[C:21]([N:23]2[C:27]3[CH:28]=[CH:29][CH:30]=[CH:31][C:26]=3[N:25]=[CH:24]2)[CH:20]=[CH:19][N:18]=1)[CH3:15] |f:1.2|. Procedure details: To a solution of 2-[1-(4-(tert-butyloxycarbonyl)piperazine-2-yl)-ethylamino]-4-(benzimidazol-1-yl)-pyrimidine (EXAMPLE 17, Step C; 17 mg) in 1 mL of MeOH and 1 mL of CH3CN was added NaBH3CN (5 mg) and 37% aqueous formaldehyde (20 μL). The mixture was stirred overnight at room temperature, then diluted with 5 mL of EtOAc and poured into 10 mL of water. The phases were separated and the aqueous phase was extracted with 2×5 mL of EtOAc. The aqueous phase was basified (pH>10) by addition of 5 N NaOH... The reactants are FC1=C(C=CC=C1)C1=NCC=2N(C3=C1C=C(C=C3)I)C(=NN2)C (6-(2-fluorophenyl)-8-iodo-1-methyl-4H-[1,2,4]triazolo[4,3-a][1,4]benzodiazepine), C(C#C)N1N=C2N(C=CC=C2)C1=O (2-(2-propynyl)-1,2,4-triazolo[4,3-a]pyridin-3(2H)-one), C#C (acetylene). Product: FC1=C(C=CC=C1)C1=NCC=2N(C3=C1C=C(C=C3)C#CCN3N=C1N(C=CC=C1)C3=O)C(=NN2)C (2-[3-[6-(2-Fluorophenyl)-1-methyl-4H-[1,2,4]triazolo[4,3-a][1,4]benzodiazepin-8-yl]-2-propynyl]-1,2,4-triazolo[4,3-a]pyridin-3(2H)-one). As a reaction SMILES: [F:1][C:2]1[CH:7]=[CH:6][CH:5]=[CH:4][C:3]=1[C:8]1[C:14]2[CH:15]=[C:16](I)[CH:17]=[CH:18][C:13]=2[N:12]2[C:20]([CH3:23])=[N:21][N:22]=[C:11]2[CH2:10][N:9]=1.[CH2:24]([N:27]1[C:35](=[O:36])[N:30]2[CH:31]=[CH:32][CH:33]=[CH:34][C:29]2=[N:28]1)[C:25]#[CH:26].C#C>O>[F:1][C:2]1[CH:7]=[CH:6][CH:5]=[CH:4][C:3]=1[C:8]1[C:14]2[CH:15]=[C:16]([C:26]#[C:25][CH2:24][N:27]3[C:35](=[O:36])[N:30]4[CH:31]=[CH:32][CH:33]=[CH:34][C:29]4=[N:28]3)[CH:17]=[CH:18][C:13]=2[N:12]2[C:20]([CH3:23])=[N:21][N:22]=[C:11]2[CH2:10][N:9]=1. The solvent is O (water). Reported procedure: This compound was obtained as described in example 17 by coupling of 6-(2-fluorophenyl)-8-iodo-1-methyl-4H-[1,2,4]triazolo[4,3-a][1,4]benzodiazepine with 2-(2-propynyl)-1,2,4-triazolo[4,3-a]pyridin-3(2H)-one. The product was purified by chromatography in the usual fashion and crystallized from ethyl acetate/ethanol. Recrystallization from ethanol gave light yellow crystals with m.p. 170°-173° C. They contained 0.66 molar amounts of water. The synthesis of the required acetylene is described in E... The reactants are C(CCC)(=O)C=1C(OC2(CC1O)CCC(CC2)C)=O (3-Butyryl-4-hydroxy-9-methyl-1-oxaspiro[5.5]undec-3-en-2-one), Cl.C(C)ON (ethoxyamine hydrochloride), ( c ). The solvent is C(C)N(CC)CC (triethylamine). Product: C(C)ON=C(CCC)C=1C(OC2(CC1O)CCC(CC2)C)=O (3-[1-(Ethoxyimino)butyl]-4-hydroxy-9-methyl-1-oxaspiro[5.5]undec-3-en-2-one). Yield: 86.2%. As a reaction SMILES: [C:1]([C:6]1[C:7](=[O:19])[O:8][C:9]2([CH2:17][CH2:16][CH:15]([CH3:18])[CH2:14][CH2:13]2)[CH2:10][C:11]=1[OH:12])(=O)[CH2:2][CH2:3][CH3:4].Cl.[CH2:21]([O:23][NH2:24])[CH3:22]>C(N(CC)CC)C>[CH2:21]([O:23][N:24]=[C:1]([C:6]1[C:7](=[O:19])[O:8][C:9]2([CH2:17][CH2:16][CH:15]([CH3:18])[CH2:14][CH2:13]2)[CH2:10][C:11]=1[OH:12])[CH2:2][CH2:3][CH3:4])[CH3:22] |f:1.2|. Procedure: The acylated compound (8.20)(1.00 g, 3.75 mmol) was oximated with ethoxyamine hydrochloride (0.39 g, 4.0 mmol) in the presence of triethylamine as described in Part (c) of the general procedure above, to afford the title compound (4.9)(1.00 g, 86%) as a mobile pale yellow oil. (Found: M, 309.196. C17H27NO4 requires 309.194.) 1H n.m.r. δ(CDCl3) 14.80, very broad s, 1H; 4.08, q, J 7 Hz, OCH2CH3 ; 3.00, t, J 7.5 Hz, CH2CH2CH3 ; 2.68, s, 2H5; 2.2-1.2 complex, 11H; 1.30, t, J 7.5 Hz, OCH2CH3 ; 1.15-0...